This data is from the Open Reaction Database (ORD), a public repository of structured organic reaction records. The task is: describe an organic reaction: reactants, conditions, products, and yield Starting materials: [Li]CCCC, COc1ccc(Cn2cnnn2)cc1, Cc1ccccc1C=O, C1CCOC1. Product: COc1ccc(Cn2nnnc2C(O)c2ccccc2C)cc1. As a reaction SMILES: [CH2:15]([Li:16])[CH2:17][CH2:18][CH3:19].[CH3:1][O:2][c:3]1[cH:4][cH:5][c:6]([CH2:7][n:8]2[n:9][n:10][n:11][cH:12]2)[cH:13][cH:14]1.[CH3:20][c:21]1[cH:22][cH:23][cH:24][cH:25][c:26]1[CH:27]=[O:28].[O:29]1[CH2:30][CH2:31][CH2:32][CH2:33]1>>[CH3:1][O:2][c:3]1[cH:4][cH:5][c:6]([CH2:7][n:8]2[n:9][n:10][n:11][c:12]2[CH:27]([c:26]2[c:21]([CH3:20])[cH:22][cH:23][cH:24][cH:25]2)[OH:28])[cH:13][cH:14]1.